Dataset: the Open Reaction Database (ORD), a public repository of structured organic reaction records. Task: describe an organic reaction: reactants, conditions, products, and yield Starting materials: ClC1=NC(=NC(=C1)C)SCC#N ((4-chloro-6-methyl-2-pyrimidinylthio)acetonitrile), ClC1=CC=C(CN)C=C1 (4-chlorobenzylamine), C([O-])([O-])=O.[Na+].[Na+] (sodium carbonate). Run in C(C)O (ethanol). Product: ClC1=CC=C(CNC2=NC(=NC(=C2)C)SCC#N)C=C1 ([4-(p-Chlorobenzylamino)-6-methyl-2-Pyrimidinylthio]Acetonitrile). RXN SMILES: Cl[C:2]1[CH:7]=[C:6]([CH3:8])[N:5]=[C:4]([S:9][CH2:10][C:11]#[N:12])[N:3]=1.[Cl:13][C:14]1[CH:21]=[CH:20][C:17]([CH2:18][NH2:19])=[CH:16][CH:15]=1.C(=O)([O-])[O-].[Na+].[Na+]>C(O)C>[Cl:13][C:14]1[CH:21]=[CH:20][C:17]([CH2:18][NH:19][C:2]2[CH:7]=[C:6]([CH3:8])[N:5]=[C:4]([S:9][CH2:10][C:11]#[N:12])[N:3]=2)=[CH:16][CH:15]=1 |f:2.3.4|. Procedure: A stirred mixture of 5.97 g. (0.03 mole) of (4-chloro-6-methyl-2-pyrimidinylthio)acetonitrile, 4.2 g. (0.03 mole) of 4-chlorobenzylamine and 3.15 g. (0.03 mole) of sodium carbonate in 150 ml of absolute ethanol was heated under reflux for 6 hours. The mixture was filtered and the filtrate evaporated in a rotary evaporator. The residue was triturated with petroleum ether containing a little ethanol. The solid which crystallized was collected and recrystallized from ethyl acetate with petroleum et... Starting materials: OC(CNCCN)C ((N-2-hydroxypropyl)ethylenediamine), C(=S)=S (carbon disulfide). Run in C(C)O (ethanol), C(C)O (ethanol). Reaction conditions: temperature -10 celsius, time 30 minute. Yields the product OC(CN1C(NCC1)=S)C (1-(2-hydroxypropyl)-2-imidazolidinethione). As a reaction SMILES: [OH:1][CH:2]([CH3:8])[CH2:3][NH:4][CH2:5][CH2:6][NH2:7].[C:9](=S)=[S:10]>C(O)C>[OH:1][CH:2]([CH3:8])[CH2:3][N:4]1[CH2:5][CH2:6][NH:7][C:9]1=[S:10]. Reported procedure: A 100 g portion of (N-2-hydroxypropyl)ethylenediamine was dissolved in 500 ml of ethanol, then cooled to -10° C. and 55 ml of carbon disulfide was added. Another 500 ml of ethanol was added, the mixture was stirred 30 minutes and then the precipitate was collected, washed with ether and dried. This solid was heated at 140°-150° C. until hydrogen sulfide evolution ceased and then cooled to room temperature. The solid was dissolved in 500 ml of boiling water, treated with charcoal, clarified and c... The reactants are S1C(=CC=C1)CCNC(C(=O)N)C1=C(C=CC=C1)Cl ([2-(2-thienyl)ethylamino](2-chlorophenyl)acetamide), CO (methanol), ( VII ). Solvent: S(O)(O)(=O)=O (sulfuric acid). Reaction conditions: temperature 130 celsius, time 5 hour. The product is Cl.COC(C(C1=C(C=CC=C1)Cl)NCCC=1SC=CC1)=O (Methyl[2-(2-thienyl)ethylamino](2-chlorophenyl)acetate hydrochloride). Reaction SMILES: [CH3:1][OH:2].[S:3]1[CH:7]=[CH:6][CH:5]=[C:4]1[CH2:8][CH2:9][NH:10][CH:11]([C:15]1[CH:20]=[CH:19][CH:18]=[CH:17][C:16]=1[Cl:21])[C:12](N)=[O:13]>S(=O)(=O)(O)O>[ClH:21].[CH3:1][O:2][C:12](=[O:13])[CH:11]([NH:10][CH2:9][CH2:8][C:4]1[S:3][CH:7]=[CH:6][CH:5]=1)[C:15]1[CH:20]=[CH:19][CH:18]=[CH:17][C:16]=1[Cl:21] |f:3.4|. Procedure: In 150 ml of methanol 8.5 ml (0.15 mol) of 96% sulfuric acid is dissolved under cooling and the solution is then heated under reflux conditions for ½ hour. After cooling to room temperature 20 g (0.0678 mol) of [2-(2-thienyl)ethylamino](2-chlorophenyl)acetamide, falling under general formula (VII) and prepared as described in Example 7, is added to the solution, the mixture is placed into a closed apparatus (autoclave) and stirred in it at 130° C.- on for 5 hours, while the inner pressure elevat...